From a dataset of the Open Reaction Database (ORD), a public repository of structured organic reaction records. describe an organic reaction: reactants, conditions, products, and yield Starting materials: N#CCOc1ccc(C#N)cc1, NCCN, CCO, Clc1ccccc1Cl, ClCCl, O, Cc1ccc(S(=O)(=O)O)cc1. Yields the product N#Cc1ccc(OCC2=NCCN2)cc1, Cc1ccc(S(=O)(=O)O)cc1. RXN SMILES: [C:1](#[N:2])[c:3]1[cH:4][cH:5][c:6]([O:7][CH2:8][C:9]#[N:10])[cH:11][cH:12]1.[CH2:24]([CH2:25][NH2:26])[NH2:27].[CH3:28][CH2:29][OH:30].[Cl:31][c:32]1[c:33]([Cl:34])[cH:35][cH:36][cH:37][cH:38]1.[Cl:39][CH2:40][Cl:41].[OH2:42].[c:13]1([CH3:23])[cH:14][cH:15][c:16]([S:19](=[O:20])(=[O:21])[OH:22])[cH:17][cH:18]1>>[C:1](#[N:2])[c:3]1[cH:4][cH:5][c:6]([O:7][CH2:8][C:9]2=[N:10][CH2:24][CH2:25][NH:26]2)[cH:11][cH:12]1.[c:13]1([CH3:23])[cH:14][cH:15][c:16]([S:19](=[O:20])(=[O:21])[OH:22])[cH:17][cH:18]1. The reactants are C(=S)=S (carbon disulfide), [Li+].CC(C)[N-]C(C)C (LDA), BrC1=CC=C(C=C1)C(CC(C)=O)=O (1-(4-Bromophenyl)-butane-1,3-dione), O (water). The solvent is C1CCOC1 (THF), C1CCOC1 (THF), C1CCOC1 (THF). Run at time 10 minute. Yields the product BrC1=CC=C(C=C1)C1=CC(C=C(S1)S)=O (6- (4-Bromophenyl)-2-mercapto-thiopyran-4-one). RXN SMILES: [Li+].CC([N-]C(C)C)C.[Br:9][C:10]1[CH:15]=[CH:14][C:13]([C:16](=O)[CH2:17][C:18](=[O:20])[CH3:19])=[CH:12][CH:11]=1.[C:22](=[S:24])=[S:23].O>C1COCC1>[Br:9][C:10]1[CH:15]=[CH:14][C:13]([C:16]2[S:23][C:22]([SH:24])=[CH:19][C:18](=[O:20])[CH:17]=2)=[CH:12][CH:11]=1 |f:0.1|. Reported procedure: To a stirred solution of LDA (20 mL, 40 mmol) in 40 mL anhydrous THF under an atmosphere of nitrogen was added slowly a solution of 1-(4-Bromophenyl)-butane-1,3-dione (4.84 g, 20 mmol) dissolved in THF (30 mL). After addition was complete the mixture was allowed to warm slowly to ambient temperature and stir for 10 minutes. The solution was re-cooled to −78° C. for the addition of a solution of carbon disulfide (1.2 mL, 20 mmol) in THF (20 mL). This temperature was maintained for 2 hours, before... Starting materials: O=S1(CC(CN(C2=C1C=C(C(=C2)Br)OCCC(N[C@H](C2=CC=CC=C2)C(=O)OC(C)(C)C)=O)C2=CC=CC=C2)(CC)CCCC)=O (1,1-dioxo-3-butyl-3-ethyl-5-phenyl-7-bromo-8-(2-{N-[(R)-α-(t-butoxycarbonyl)benzyl]carbamoyl}ethoxy)-2,3,4,5-tetrahydro-1,5-benzothiazepine), C(=O)(C(F)(F)F)O (TFA). Solvent: C(Cl)Cl (DCM). Conditions: time 45 minute. Yields the product O=S1(CC(CN(C2=C1C=C(C(=C2)Br)OCCC(N[C@H](C2=CC=CC=C2)C(=O)O)=O)C2=CC=CC=C2)(CC)CCCC)=O (1,1-Dioxo-3-butyl-3-ethyl-5-phenyl-7-bromo-8-(2-{N-[(R)-α-(carboxy)benzyl]carbamoyl}ethoxy)-2,3,4,5-tetrahydro-1,5-benzothiazepine). Yield: 84.5%. As a reaction SMILES: [O:1]=[S:2]1(=[O:46])[C:8]2[CH:9]=[C:10]([O:14][CH2:15][CH2:16][C:17](=[O:33])[NH:18][C@@H:19]([C:26]([O:28]C(C)(C)C)=[O:27])[C:20]3[CH:25]=[CH:24][CH:23]=[CH:22][CH:21]=3)[C:11]([Br:13])=[CH:12][C:7]=2[N:6]([C:34]2[CH:39]=[CH:38][CH:37]=[CH:36][CH:35]=2)[CH2:5][C:4]([CH2:42][CH2:43][CH2:44][CH3:45])([CH2:40][CH3:41])[CH2:3]1.C(O)(C(F)(F)F)=O>C(Cl)Cl>[O:46]=[S:2]1(=[O:1])[C:8]2[CH:9]=[C:10]([O:14][CH2:15][CH2:16][C:17](=[O:33])[NH:18][C@@H:19]([C:26]([OH:28])=[O:27])[C:20]3[CH:25]=[CH:24][CH:23]=[CH:22][CH:21]=3)[C:11]([Br:13])=[CH:12][C:7]=2[N:6]([C:34]2[CH:35]=[CH:36][CH:37]=[CH:38][CH:39]=2)[CH2:5][C:4]([CH2:42][CH2:43][CH2:44][CH3:45])([CH2:40][CH3:41])[CH2:3]1. Procedure details: To a solution of 1,1-dioxo-3-butyl-3-ethyl-5-phenyl-7-bromo-8-(2-{N-[(R)-α-(t-butoxycarbonyl)benzyl]carbamoyl}ethoxy)-2,3,4,5-tetrahydro-1,5-benzothiazepine (Method 90; 77 mg, 0.108 mmol) in DCM (3 ml) was added at 0° C. TFA (0.75 ml). The reaction mixture was stirred at room temperature for 2 h and 45 min. The solvent was evaporated under reduced pressure and the crude product was purified by preparative HPLC using MeCN and ammonium acetate buffer (40:60 to 50:50) as eluent to give the title co... The reactants are C(C1=CC=CC=C1)OC(=O)N1CCC(CC1)N1CC2=CC=CC=C2CC1 (4-(3,4-Dihydro-1H-isoquinolin-2-yl)piperidine-1-carboxylic acid benzyl ester), C(C)(=O)O.Br (hydrobromic acid acetic acid). The solvent is C1(=CC=CC=C1)C (toluene). Conditions: time 2 hour. Yields the product Br.Br.N1CCC(CC1)N1CC2=CC=CC=C2CC1 (2-Piperidin-4-yl-1,2,3,4-tetrahydro-isoquinoline Dihydrobromide). Reaction SMILES: C(OC([N:11]1[CH2:16][CH2:15][CH:14]([N:17]2[CH2:26][CH2:25][C:24]3[C:19](=[CH:20][CH:21]=[CH:22][CH:23]=3)[CH2:18]2)[CH2:13][CH2:12]1)=O)C1C=CC=CC=1.C(O)(=O)C.[BrH:31]>C1(C)C=CC=CC=1>[BrH:31].[BrH:31].[NH:11]1[CH2:16][CH2:15][CH:14]([N:17]2[CH2:26][CH2:25][C:24]3[C:19](=[CH:20][CH:21]=[CH:22][CH:23]=3)[CH2:18]2)[CH2:13][CH2:12]1 |f:1.2,4.5.6|. Procedure details: 4-(3,4-Dihydro-1H-isoquinolin-2-yl)piperidine-1-carboxylic acid benzyl ester (290 mg, 0.83 mmol) was mixed with 25% hydrobromic acid acetic acid solution (3 ml) and stirred at room temperature for 2 hours. The reaction solution was mixed with toluene, the solvent was removed by evaporation under a reduced pressure, and the thus precipitated crystals were washed with a small amount of cold toluene and collected by filtration to obtain 150 mg (0.40 mmol, 48% in yield) of the title compound. MW 378... Starting materials: C(#N)C1=C(NC(=C1)C=1SC=CC1)C=1SC=CC1 (3-Cyano-2,5-Dithienylpyrrole), solution. The solvent is C1CCOC1 (THF), C1CCOC1 (THF). The product is C(#N)C1=C(NC=C1C=1SC=CC1)C=1SC=CC1 (3-cyanodithienylpyrrole). The yield is 106.6%. RXN SMILES: [C:1]([C:3]1[CH:7]=[C:6](C2SC=CC=2)[NH:5][C:4]=1[C:13]1[S:14][CH:15]=[CH:16][CH:17]=1)#[N:2]>C1COCC1>[C:1]([C:3]1[C:7]([C:13]2[S:14][CH:15]=[CH:16][CH:17]=2)=[CH:6][NH:5][C:4]=1[C:13]1[S:14][CH:15]=[CH:16][CH:17]=1)#[N:2]. Reported procedure: To a stirred solution of 0.8 g (3 mmol) of 3-cyano-2,5-dithienylpyrrole (XVII) in 20 mL of dry THF was added 8 mL of a 1M solution of borane-tetrahydrofuran complex in THF. After the initial exothermic reaction subsided, the mixture was heated to reflux under an inert (argon gas) atmosphere overnight. The solvents then were evaporated in vacuo and the residue partitioned between CHCl3 and a 3N hydrochloric acid (HCl) solution. The CHCl3 layer then was extracted three times with 10 mL portions of... Starting materials: CCOc1ccc(CC2=[NH+]CCc3cc(OCC)c(OCC)cc32)cc1OCC, CCOc1ccc(CC2=NCCc3cc(OCC)c(OCC)cc32)cc1OCC, O, Cn1c(=O)c2c(ncn2CC(=O)[O-])n(C)c1=O, Cn1c(=O)c2c(ncn2CC(=O)O)n(C)c1=O. The product is CCOc1ccc(CC2=[NH+]CCc3cc(OCC)c(OCC)cc32)cc1OCC, O, Cn1c(=O)c2c(ncn2CC(=O)[O-])n(C)c1=O. Reaction SMILES: [CH2:18]([CH3:19])[O:20][c:21]1[cH:22][c:23]([CH2:24][C:25]2=[NH+:26][CH2:27][CH2:28][c:29]3[cH:30][c:31]([O:38][CH2:39][CH3:40])[c:32]([O:35][CH2:36][CH3:37])[cH:33][c:34]32)[cH:41][cH:42][c:43]1[O:44][CH2:45][CH3:46].[CH2:47]([O:48][c:49]1[cH:50][c:51]([CH2:58][C:59]2=[N:74][CH2:73][CH2:72][c:61]3[c:60]2[cH:71][c:67]([O:68][CH2:69][CH3:70])[c:63]([O:64][CH2:65][CH3:66])[cH:62]3)[cH:52][cH:53][c:54]1[O:55][CH2:56][CH3:57])[CH3:75].[OH2:93].[n:1]1([CH3:17])[c:2](=[O:3])[c:5]2[n:6]([CH2:7][C:8]([O-:9])=[O:10])[cH:11][n:12][c:13]2[n:14]([CH3:15])[c:16]1=[O:4].[n:76]1([CH3:77])[c:78](=[O:79])[n:80]([CH3:81])[c:82]2[n:83][cH:84][n:85]([CH2:89][C:90](=[O:91])[OH:92])[c:86]2[c:87]1=[O:88]>>[CH2:18]([CH3:19])[O:20][c:21]1[cH:22][c:23]([CH2:24][C:25]2=[NH+:26][CH2:27][CH2:28][c:29]3[cH:30][c:31]([O:38][CH2:39][CH3:40])[c:32]([O:35][CH2:36][CH3:37])[cH:33][c:34]32)[cH:41][cH:42][c:43]1[O:44][CH2:45][CH3:46].[OH2:4].[n:76]1([CH3:77])[c:78](=[O:79])[n:80]([CH3:81])[c:82]2[n:83][cH:84][n:85]([CH2:89][C:90](=[O:91])[O-:92])[c:86]2[c:87]1=[O:88]. Starting materials: NC1=C(CO)C=CC(=C1)Cl (2-Amino-4-chlorobenzyl alcohol), COC1=C(C=CC=C1)CC(=O)O (2-methoxyphenylacetic acid). Solvent: CO (MeOH). The product is ClC1=CC=C2C=C(C(NC2=C1)=O)C1=C(C=CC=C1)OC (7-chloro-3-(2-methoxyphenyl)-2(1H)-quinolone). As a reaction SMILES: [NH2:1][C:2]1[CH:9]=[C:8]([Cl:10])[CH:7]=[CH:6][C:3]=1[CH2:4]O.[CH3:11][O:12][C:13]1[CH:18]=[CH:17][CH:16]=[CH:15][C:14]=1[CH2:19][C:20](O)=[O:21]>CO>[Cl:10][C:8]1[CH:9]=[C:2]2[C:3]([CH:4]=[C:19]([C:14]3[CH:15]=[CH:16][CH:17]=[CH:18][C:13]=3[O:12][CH3:11])[C:20](=[O:21])[NH:1]2)=[CH:6][CH:7]=1. Reported procedure: 2-Amino-4-chlorobenzyl alcohol (2 g, 12.86 mmol) and 2-methoxyphenylacetic acid (4.70 g, 28.3mol) were reacted in a similar manner as described in Example 19 to give 7-chloro-3-(2-methoxyphenyl)-2(1H)-quinolone as fine white needles mp 235°-236° C. (MeOH). (Found: C, 67.49; H, 4.22; N, 4.93. C16H12ClNO2 requires C, 67.26; H, 4.23; N, 4.90%); δH (360 MHz, d6 -DMSO) 3.73 (1H, s, CH3) 6.97 (1H, dt, J=0.8 and 7.4 Hz, 5'-H) 7.08 (1H, d, J=8.3 Hz, 3'-H) 7.22 (1H, dd, J=8.4 and 2.1 Hz, 6-H) 2.27 (1H, d... Starting materials: CC1=C(O)C=CC(=C1)O (methylhydroquinone), OO (hydrogen peroxide), iron 5,14-dihydrodibenzo[b,i]-[5,9,14,18]tetraaza[14]annulene, C(CN(CC(=O)[O-])CC(=O)[O-])N(CCN(CC(=O)[O-])CC(=O)[O-])CC(=O)[O-].[Na+].[Na+].[Na+].[Na+].[Na+] (pentasodium diethylenetriaminepentaacetate), S(O)(O)(=O)=O (sulfuric acid). The solvent is C(C)(=O)O (acetic acid), C(C)(=O)O (acetic acid). Reaction conditions: time 15 minute. Product: CC=1C(C=CC(C1)=O)=O (methylbenzoquinone). Yield: 89.3%. RXN SMILES: [CH3:1][C:2]1[CH:8]=[C:7]([OH:9])[CH:6]=[CH:5][C:3]=1[OH:4].OO.C(N(CC([O-])=O)CCN(CC([O-])=O)CC([O-])=O)CN(CC([O-])=O)CC([O-])=O.[Na+].[Na+].[Na+].[Na+].[Na+].S(=O)(=O)(O)O>C(O)(=O)C>[CH3:1][C:2]1[C:3](=[O:4])[CH:5]=[CH:6][C:7](=[O:9])[CH:8]=1 |f:2.3.4.5.6.7|. Procedure details: A solution of 12.4 g (100 mmol) of methylhydroquinone in 90 ml of acetic acid and 28.4 g (250 mmol) of 30% by weight aqueous hydrogen peroxide were simultaneously added dropwise to a stirred solution of 0.68 g (2.0 mmol) of iron 5,14-dihydrodibenzo[b,i]-[5,9,14,18]tetraaza[14]annulene, 2.52 g (2.0 mmol) of a 40% by weight aqueous solution of pentasodium diethylenetriaminepentaacetate and 0.5 ml of concentrated sulfuric acid in 50 ml of acetic acid at 40° C. with cooling. The mixture was then sti... Reactants: CCOC(=O)CCN1CCN(C2c3ccccc3CCc3ccccc32)CC1, CCO, Cl, [Na+], [OH-], O. Yields the product Cl, O=C(O)CCN1CCN(C2c3ccccc3CCc3ccccc32)CC1. Reaction SMILES: [CH2:1]([CH3:2])[O:3][C:4]([CH2:5][CH2:6][N:7]1[CH2:8][CH2:9][N:10]([CH:13]2[c:14]3[c:15]([cH:24][cH:25][cH:26][cH:27]3)[CH2:16][CH2:17][c:18]3[c:19]2[cH:20][cH:21][cH:22][cH:23]3)[CH2:11][CH2:12]1)=[O:28].[CH3:33][CH2:34][OH:35].[ClH:32].[Na+:30].[OH-:29].[OH2:31]>>[ClH:32].[O:3]=[C:4]([CH2:5][CH2:6][N:7]1[CH2:8][CH2:9][N:10]([CH:13]2[c:14]3[c:15]([cH:24][cH:25][cH:26][cH:27]3)[CH2:16][CH2:17][c:18]3[c:19]2[cH:20][cH:21][cH:22][cH:23]3)[CH2:11][CH2:12]1)[OH:28].